From a dataset of the Open Reaction Database (ORD), a public repository of structured organic reaction records. describe an organic reaction: reactants, conditions, products, and yield Starting materials: CCN=C=NCCCN(C)C, NNC(=S)NC1CC2C=CC1C2, ClCCl, O=C(O)c1ccccn1. The product is O=C(NNC(=S)NC1CC2C=CC1C2)c1ccccn1. RXN SMILES: [CH2:22]([N:23]=[C:24]=[N:25][CH2:26][CH2:27][CH2:28][N:29]([CH3:30])[CH3:31])[CH3:32].[CH:1]12[CH:2]([NH:8][C:9](=[S:10])[NH:11][NH2:12])[CH2:3][CH:4]([CH:5]=[CH:6]1)[CH2:7]2.[Cl:33][CH2:34][Cl:35].[OH:13][C:14](=[O:15])[c:16]1[cH:17][cH:18][cH:19][cH:20][n:21]1>>[CH:1]12[CH:2]([NH:8][C:9](=[S:10])[NH:11][NH:12][C:14](=[O:13])[c:16]3[cH:17][cH:18][cH:19][cH:20][n:21]3)[CH2:3][CH:4]([CH:5]=[CH:6]1)[CH2:7]2.